The task is: describe an organic reaction: reactants, conditions, products, and yield. This data is from the Open Reaction Database (ORD), a public repository of structured organic reaction records. The reactants are CC1(OCCO1)C=1N=C(SC1)CN1N=C(C=C1)N (1-[4-(2-methyl-[1,3]dioxolan-2-yl)-thiazol-2-ylmethyl]-1H-pyrazol-3-ylamine), C1(=CC(=CC=C1)C1=C(N=CO1)C(=O)O)C (5-m-tolyl-oxazole-4-carboxylic acid). The product is C(C)(=O)C=1N=C(SC1)CN1N=C(C=C1)NC(=O)C=1N=COC1C=1C=C(C=CC1)C (5-m-Tolyl-oxazole-4-carboxylic acid [1-(4-acetyl-thiazol-2-ylmethyl)-1H-pyrazol-3-yl]-amide). Reaction SMILES: [CH3:1][C:2]1([C:7]2[N:8]=[C:9]([CH2:12][N:13]3[CH:17]=[CH:16][C:15]([NH2:18])=[N:14]3)[S:10][CH:11]=2)[O:6]CCO1.[C:19]1([CH3:33])[CH:24]=[CH:23][CH:22]=[C:21]([C:25]2[O:29][CH:28]=[N:27][C:26]=2[C:30](O)=[O:31])[CH:20]=1>>[C:2]([C:7]1[N:8]=[C:9]([CH2:12][N:13]2[CH:17]=[CH:16][C:15]([NH:18][C:30]([C:26]3[N:27]=[CH:28][O:29][C:25]=3[C:21]3[CH:20]=[C:19]([CH3:33])[CH:24]=[CH:23][CH:22]=3)=[O:31])=[N:14]2)[S:10][CH:11]=1)(=[O:6])[CH3:1]. Procedure: Following general procedure B followed by C, starting from 1-[4-(2-methyl-[1,3]dioxolan-2-yl)-thiazol-2-ylmethyl]-1H-pyrazol-3-ylamine and 5-m-tolyl-oxazole-4-carboxylic acid. LC-MS-conditions 05: tR=0.87 min; [M+H]+=408.05. Starting materials: Cc1ccc(-n2nc(C)c(C=O)c2O)cc1C, CCO, CO, NN1CC(=O)N(c2ccc(C(=O)O)cc2)C1=S. The product is Cc1ccc(-n2nc(C)c(C=NN3CC(=O)N(c4ccc(C(=O)O)cc4)C3=S)c2O)cc1C. RXN SMILES: [CH3:18][c:19]1[cH:20][c:21](-[n:26]2[n:27][c:28]([CH3:34])[c:29]([CH:32]=[O:33])[c:30]2[OH:31])[cH:22][cH:23][c:24]1[CH3:25].[CH3:35][CH2:36][OH:37].[CH3:38][OH:39].[NH2:1][N:2]1[C:3](=[S:17])[N:4]([c:8]2[cH:9][cH:10][c:11]([C:14](=[O:15])[OH:16])[cH:12][cH:13]2)[C:5](=[O:7])[CH2:6]1>>[N:1]([N:2]1[C:3](=[S:17])[N:4]([c:8]2[cH:9][cH:10][c:11]([C:14](=[O:15])[OH:16])[cH:12][cH:13]2)[C:5](=[O:7])[CH2:6]1)=[CH:32][c:29]1[c:28]([CH3:34])[n:27][n:26](-[c:21]2[cH:20][c:19]([CH3:18])[c:24]([CH3:25])[cH:23][cH:22]2)[c:30]1[OH:31]. Starting materials: CC(C)(C)N1C(=O)C(NCCO)=C(c2ccccc2)S1(=O)=O, Cc1ccc(S(=O)(=O)OCCCNC2=C(c3ccccc3)S(=O)(=O)N(C(C)(C)C)C2=O)cc1, Cc1ccc(S(=O)(=O)Cl)cc1. Product: Cc1ccc(S(=O)(=O)OCCNC2=C(c3ccccc3)S(=O)(=O)N(C(C)(C)C)C2=O)cc1. As a reaction SMILES: [C:34]([CH3:35])([CH3:36])([CH3:37])[N:38]1[S:39](=[O:54])(=[O:55])[C:40]([c:48]2[cH:49][cH:50][cH:51][cH:52][cH:53]2)=[C:41]([NH:44][CH2:45][CH2:46][OH:47])[C:42]1=[O:43].[CH3:1][c:2]1[cH:3][cH:4][c:5]([S:8](=[O:9])(=[O:10])[O:11][CH2:12][CH2:13][CH2:14][NH:15][C:16]2=[C:27]([c:28]3[cH:29][cH:30][cH:31][cH:32][cH:33]3)[S:24](=[O:25])(=[O:26])[N:19]([C:20]([CH3:21])([CH3:22])[CH3:23])[C:17]2=[O:18])[cH:6][cH:7]1.[CH3:56][c:57]1[cH:58][cH:59][c:60]([S:61]([Cl:62])(=[O:63])=[O:64])[cH:65][cH:66]1>>[CH3:1][c:2]1[cH:3][cH:4][c:5]([S:8](=[O:9])(=[O:10])[O:47][CH2:46][CH2:45][NH:44][C:41]2=[C:40]([c:48]3[cH:49][cH:50][cH:51][cH:52][cH:53]3)[S:39](=[O:54])(=[O:55])[N:38]([C:34]([CH3:35])([CH3:36])[CH3:37])[C:42]2=[O:43])[cH:6][cH:7]1. Starting materials: CN1C(=O)N(c2ccc3cc(-c4ccccc4C(F)(F)F)[nH]c(=O)c3c2)CC1COCc1ccccc1, CO, [H][H]. Yields the product CN1C(=O)N(c2ccc3cc(-c4ccccc4C(F)(F)F)[nH]c(=O)c3c2)CC1CO. RXN SMILES: [CH2:1]([c:2]1[cH:3][cH:4][cH:5][cH:6][cH:7]1)[O:8][CH2:9][CH:10]1[N:11]([CH3:37])[C:12](=[O:36])[N:13]([c:15]2[cH:16][cH:17][c:18]3[cH:19][c:20](-[c:26]4[c:27]([C:32]([F:33])([F:34])[F:35])[cH:28][cH:29][cH:30][cH:31]4)[nH:21][c:22](=[O:25])[c:23]3[cH:24]2)[CH2:14]1.[CH3:40][OH:41].[H:38][H:39]>>[OH:8][CH2:9][CH:10]1[N:11]([CH3:37])[C:12](=[O:36])[N:13]([c:15]2[cH:16][cH:17][c:18]3[cH:19][c:20](-[c:26]4[c:27]([C:32]([F:33])([F:34])[F:35])[cH:28][cH:29][cH:30][cH:31]4)[nH:21][c:22](=[O:25])[c:23]3[cH:24]2)[CH2:14]1. As a reaction SMILES: [CH2:1]([CH2:2][CH2:3][CH3:4])[O:5][c:6]1[n:7][c:8]([NH2:25])[c:9]2[n:10][c:11]([O:23][CH3:24])[n:12]([CH2:15][CH2:16][CH:17]3[CH2:18][O:19][CH2:20][CH2:21][CH2:22]3)[c:13]2[n:14]1.[CH3:27][OH:28].[ClH:26].[O:29]1[CH2:30][CH2:31][O:32][CH2:33][CH2:34]1>>[CH2:1]([CH2:2][CH2:3][CH3:4])[O:5][c:6]1[n:7][c:8]([NH2:25])[c:9]2[nH:10][c:11](=[O:23])[n:12]([CH2:15][CH2:16][CH:17]3[CH2:18][O:19][CH2:20][CH2:21][CH2:22]3)[c:13]2[n:14]1. The product is CCCCOc1nc(N)c2[nH]c(=O)n(CCC3CCCOC3)c2n1. Starting materials: CCCCOc1nc(N)c2nc(OC)n(CCC3CCCOC3)c2n1, CO, Cl, C1COCCO1. Starting materials: CS(=O)(=O)NC1=CC=CC=C1 (Methanesulfonanilide), ice, polyphosphoric acid, C1(=CC=CC=C1)C(C(=O)O)CC (2-phenylbutanoic acid). Solvent: O (water). Yields the product O=C(C(CC)C1=CC=CC=C1)C1=CC=C(NS(=O)(=O)C)C=C1 (4'-(1-Oxo-2-phenylbutyl)methanesulfonanilide). Isolated yield 23.0%. RXN SMILES: [CH3:1][S:2]([NH:5][C:6]1[CH:11]=[CH:10][CH:9]=[CH:8][CH:7]=1)(=[O:4])=[O:3].[C:12]1([CH:18]([CH2:22][CH3:23])[C:19](O)=[O:20])[CH:17]=[CH:16][CH:15]=[CH:14][CH:13]=1>O>[O:20]=[C:19]([C:9]1[CH:8]=[CH:7][C:6]([NH:5][S:2]([CH3:1])(=[O:4])=[O:3])=[CH:11][CH:10]=1)[CH:18]([C:12]1[CH:17]=[CH:16][CH:15]=[CH:14][CH:13]=1)[CH2:22][CH3:23]. Procedure details: Methanesulfonanilide (40 g., 0.234 mole) is added over a 10 minute period with stirring to polyphosphoric acid (400 g.) heated to 90°-100°C. Heating and stirring are continued for additional 10 minutes, at which time 2-phenylbutanoic acid (36.0 g., 0.219 mole) is added portionwise during 20 minutes. After heating and stirring for 10 minutes, the solution is poured into water (600 ml.) and ice (400 g.) with stirring. The water is decanted and ethyl ether (200 ml.) is added to the remaining oil wi... The reactants are O=C([O-])[O-], CO, O=CCc1ccccc1, [K+], N, [NH4+], [NH4+], N#C[Na], O, O=S([O-])O. Product: NC(Cc1ccccc1)C(=O)O. RXN SMILES: [C:18]([O-:19])([O-:20])=[O:21].[CH3:26][OH:27].[CH:6](=[O:7])[CH2:8][c:9]1[cH:10][cH:11][cH:12][cH:13][cH:14]1.[K+:5].[NH3:24].[NH4+:22].[NH4+:23].[Na:15][C:16]#[N:17].[OH2:25].[S:1](=[O:2])([OH:3])[O-:4]>>[CH:6]([CH2:8][c:9]1[cH:10][cH:11][cH:12][cH:13][cH:14]1)([C:18]([OH:19])=[O:21])[NH2:22].